Dataset: the Open Reaction Database (ORD), a public repository of structured organic reaction records. Task: describe an organic reaction: reactants, conditions, products, and yield Starting materials: N1N=C(C=C1)B(O)O (1H-pyrazol-3-ylboronic acid), ClC1=CC=C(C=N1)NC(=O)N1CC2=CC=CC=C2C1 (N-(6-chloropyridin-3-yl)isoindoline-2-carboxamide), BrC=1C=C2CN(CC2=CC1)C(=O)NC1=CC=C(C=C1)C(NCCC)=O (5-bromo-N-(4-(propylcarbamoyl)phenyl)isoindoline-2-carboxamide). The product is C(CC)N1N=CC(=C1)C1=CC=C(C=N1)NC(=O)N1CC2=CC=CC=C2C1 (N-[6-(1-propyl-1H-pyrazol-4-yl)pyridin-3-yl]-1,3-dihydro-2H-isoindole-2-carboxamide). As a reaction SMILES: [NH:1]1[CH:5]=[CH:4][C:3](B(O)O)=[N:2]1.Cl[C:10]1[N:15]=[CH:14][C:13]([NH:16][C:17]([N:19]2[CH2:27][C:26]3[C:21](=[CH:22][CH:23]=[CH:24][CH:25]=3)[CH2:20]2)=[O:18])=[CH:12][CH:11]=1.Br[C:29]1[CH:30]=C2C(=C[CH:37]=1)CN(C(NC1C=CC(C(=O)NCCC)=CC=1)=O)C2>>[CH2:37]([N:1]1[CH:5]=[C:4]([C:10]2[N:15]=[CH:14][C:13]([NH:16][C:17]([N:19]3[CH2:27][C:26]4[C:21](=[CH:22][CH:23]=[CH:24][CH:25]=4)[CH2:20]3)=[O:18])=[CH:12][CH:11]=2)[CH:3]=[N:2]1)[CH2:29][CH3:30]. Procedure: The title compound was prepared as described in Example 280, substituting 1-propyl-4-(4,4,5,5-tetramethyl-1,3,2-dioxaborolan-2-yl)-1H-pyrazole for 1H-pyrazol-3-ylboronic acid and N-(6-chloropyridin-3-yl)isoindoline-2-carboxamide for 5-bromo-N-(4-(propylcarbamoyl)phenyl)isoindoline-2-carboxamide. 1H NMR (300 MHz, DMSO-d6) δ ppm 8.90-8.92 (bs, 1H), 8.84 (d, J=2.5 Hz, 1H), 8.39 (s, 1H), 8.25 (dd, J=8.8, 2.5 Hz, 1H), 8.08 (s, 1H), 7.87 (d, J=8.8 Hz, 1H), 7.31-7.41 (m, 4H), 4.79-4.83 (bs, 4H), 4.13 (...